describe an organic reaction: reactants, conditions, products, and yield From a dataset of the Open Reaction Database (ORD), a public repository of structured organic reaction records. The reactants are [BH4-].[Na+] (NaBH4), Cl (HCl), ClC1=CC=C(COC2=CC(N(C=C2)C=2C=CC3=C(N(C(=N3)C3C(C3)C(=O)OC)C)C2)=O)C=C1 (methyl(1RS,2SR)-2-(6-(4-((4-chlorobenzyl)oxy)-2-oxopyridin-1(2H)-yl)-1-methyl-1H-benzimidazol-2-yl)cyclopropanecarboxylate), [BH4-].[Na+] (NaBH4), [Cl-].[Cl-].[Ca+2] (CaCl2). The solvent is C1CCOC1 (THF), CO (MeOH), C1CCOC1 (THF), CO (MeOH). Reaction conditions: time 8 hour. Product: ClC1=CC=C(COC2=CC(N(C=C2)C=2C=CC3=C(N(C(=N3)C3C(C3)CO)C)C2)=O)C=C1 (4-((4-Chlorobenzyl)oxy)-1-(2-((1RS,2SR)-2-(hydroxymethyl)cyclopropyl)-1-methyl-1H-benzimidazol-6-yl)pyridin-2(1H)-one). Yield: 83.0%. RXN SMILES: [Cl:1][C:2]1[CH:33]=[CH:32][C:5]([CH2:6][O:7][C:8]2[CH:13]=[CH:12][N:11]([C:14]3[CH:15]=[CH:16][C:17]4[N:21]=[C:20]([CH:22]5[CH2:24][CH:23]5[C:25](OC)=[O:26])[N:19]([CH3:29])[C:18]=4[CH:30]=3)[C:10](=[O:31])[CH:9]=2)=[CH:4][CH:3]=1.[BH4-].[Na+].[Cl-].[Cl-].[Ca+2].Cl>C1COCC1.CO>[Cl:1][C:2]1[CH:33]=[CH:32][C:5]([CH2:6][O:7][C:8]2[CH:13]=[CH:12][N:11]([C:14]3[CH:15]=[CH:16][C:17]4[N:21]=[C:20]([CH:22]5[CH2:24][CH:23]5[CH2:25][OH:26])[N:19]([CH3:29])[C:18]=4[CH:30]=3)[C:10](=[O:31])[CH:9]=2)=[CH:4][CH:3]=1 |f:1.2,3.4.5|. Procedure details: A suspension of methyl(1RS,2SR)-2-(6-(4-((4-chlorobenzyl)oxy)-2-oxopyridin-1(2H)-yl)-1-methyl-1H-benzimidazol-2-yl)cyclopropanecarboxylate (200 mg) in THF (1.5 ml) and MeOH (0.750 ml) was added dropwise to a solution of NaBH4 (32.6 mg) and CaCl2 (71.8 mg) in THF (3 ml) and MeOH (2 ml) at 0° C. The mixture was stirred at room temperature under Ar atmosphere overnight. NaBH4 (300 mg) was added to the m resulting mixture at 50° C., and the mixture was stirred at 50° C. overnight. The mixture was ne... Reactants: C(C1=CC=CC=C1)OC(=O)N1CC(CC1)NC(=O)OCCCC (3-butoxycarbonylamino-pyrrolidine-1-carboxylic acid benzyl ester). The reagents and catalysts are [Pd] (Pd/C). Run in C(C)(=O)OCC (ethyl acetate). Product: C(CCC)OC(NC1CNCC1)=O (Pyrrolidin-3-yl-carbamic acid butyl ester). RXN SMILES: C(OC([N:11]1[CH2:15][CH2:14][CH:13]([NH:16][C:17]([O:19][CH2:20][CH2:21][CH2:22][CH3:23])=[O:18])[CH2:12]1)=O)C1C=CC=CC=1>C(OCC)(=O)C.[Pd]>[CH2:20]([O:19][C:17](=[O:18])[NH:16][CH:13]1[CH2:14][CH2:15][NH:11][CH2:12]1)[CH2:21][CH2:22][CH3:23]. Procedure details: A solution of 467 mg 3-butoxycarbonylamino-pyrrolidine-1-carboxylic acid benzyl ester in 10 ml ethyl acetate was stirred in the presence of 100 mg Pd/C (10%) under an atmosphere of hydrogen (1 bar) for 12 h. The reaction mixture was filtrated, washed with ethyl acetate and concentrated to give the title compound as colorless oil. Yields the product CC(C)(C)OC(=O)NC1(C(=O)O)CC1C1CC1. The reactants are CCOC(=O)C1(NC(=O)OC(C)(C)C)CC1C1CC1, C1CCOC1, CO, O, O. As a reaction SMILES: [C:1]([CH3:2])([CH3:3])([CH3:4])[O:5][C:6](=[O:7])[NH:8][C:9]1([C:15](=[O:16])[O:17][CH2:18][CH3:19])[CH:10]([CH:12]2[CH2:13][CH2:14]2)[CH2:11]1.[CH2:20]1[O:21][CH2:22][CH2:23][CH2:24]1.[CH3:25][OH:26].[OH2:27].[OH2:28]>>[C:1]([CH3:2])([CH3:3])([CH3:4])[O:5][C:6](=[O:7])[NH:8][C:9]1([C:15](=[O:16])[OH:17])[CH:10]([CH:12]2[CH2:13][CH2:14]2)[CH2:11]1. Reactants: FC(CN1N=CC(=C1)C1=CC2=C(C=N1)C=NN2C2=CN=CC(=N2)N2CCN(CCC2)C(=O)OC(C)(C)C)(F)F (tert-butyl 4-(6-(6-(1-(2,2,2-trifluoroethyl)-1H-pyrazol-4-yl)-1H-pyrazolo[4,3-c]pyridin-1-yl)pyrazin-2-yl)-1,4-diazepane-1-carboxylate), Cl.O1CCOCC1 (HCl 1,4-dioxane). Run in O1CCOCC1 (1,4-dioxane). Run at time 2 hour. Product: N1(CCNCCC1)C1=CN=CC(=N1)N1N=CC=2C=NC(=CC21)C=2C=NN(C2)CC(F)(F)F (1-(6-(1,4-Diazepan-1-yl)pyrazin-2-yl)-6-(1-(2,2,2-trifluoroethyl)-1H-pyrazol-4-yl)-1H-pyrazolo[4,3-c]pyridine). The yield is 84.4%. As a reaction SMILES: [F:1][C:2]([F:39])([F:38])[CH2:3][N:4]1[CH:8]=[C:7]([C:9]2[N:14]=[CH:13][C:12]3[CH:15]=[N:16][N:17]([C:18]4[N:23]=[C:22]([N:24]5[CH2:30][CH2:29][CH2:28][N:27](C(OC(C)(C)C)=O)[CH2:26][CH2:25]5)[CH:21]=[N:20][CH:19]=4)[C:11]=3[CH:10]=2)[CH:6]=[N:5]1.Cl.O1CCOCC1>O1CCOCC1>[N:24]1([C:22]2[N:23]=[C:18]([N:17]3[C:11]4[CH:10]=[C:9]([C:7]5[CH:6]=[N:5][N:4]([CH2:3][C:2]([F:39])([F:38])[F:1])[CH:8]=5)[N:14]=[CH:13][C:12]=4[CH:15]=[N:16]3)[CH:19]=[N:20][CH:21]=2)[CH2:30][CH2:29][CH2:28][NH:27][CH2:26][CH2:25]1 |f:1.2|. Reported procedure: To a solution of tert-butyl 4-(6-(6-(1-(2,2,2-trifluoroethyl)-1H-pyrazol-4-yl)-1H-pyrazolo[4,3-c]pyridin-1-yl)pyrazin-2-yl)-1,4-diazepane-1-carboxylate (80 mg, 0.147 mmol) in 1,4-dioxane (6 mL) was added a solution of HCl/1,4-dioxane (3.8 M, 6 mL). The reaction mixture was stirred at room temperature for 2 hours and concentrated under reduced pressure to give a crude product. The crude was purified by reverse phase preparative HPLC to afford 178 as a white solid (55 mg, 84%). 1H NMR (500 MHz, DM... The reactants are CCCOC1CCNCC1, CCCCCCC, CCOC(C)=O, O=C1CSc2ccccc2N1CCCCl, [I-], [K+], [K+], [Na+], O=C([O-])[O-]. The product is CCCOC1CCN(CCCN2C(=O)CSc3ccccc32)CC1. As a reaction SMILES: [CH2:24]([CH2:25][CH3:26])[O:27][CH:28]1[CH2:29][CH2:30][NH:31][CH2:32][CH2:33]1.[CH3:34][CH2:35][CH2:36][CH2:37][CH2:38][CH2:39][CH3:40].[CH3:41][CH2:42][O:43][C:44]([CH3:45])=[O:46].[Cl:1][CH2:2][CH2:3][CH2:4][N:5]1[C:6](=[O:15])[CH2:7][S:8][c:9]2[c:10]1[cH:11][cH:12][cH:13][cH:14]2.[I-:22].[K+:16].[K+:17].[Na+:23].[O-:18][C:19]([O-:20])=[O:21]>>[CH2:2]([CH2:3][CH2:4][N:5]1[C:6](=[O:15])[CH2:7][S:8][c:9]2[c:10]1[cH:11][cH:12][cH:13][cH:14]2)[N:31]1[CH2:30][CH2:29][CH:28]([O:27][CH2:24][CH2:25][CH3:26])[CH2:33][CH2:32]1. Reactants: C(C)(=O)O (acetic acid), ClC=1C=CC2=C(C(=NCC=3N2C(=NN3)CN)C3=CC=CC=C3)C1 (8-chloro-1-[(aminomethyl)]-6-phenyl-4H-s-triazolo[4,3-a][1,4]benzodiazepine), C=O (formalin), C(#N)[BH3-].[Na+] (sodium cyanoborohydride). Solvent: C(C)#N (acetonitrile), C(C)#N (acetonitrile). Conditions: time 25 minute. Product: ClC=1C=CC2=C(C(=NCC=3N2C(=NN3)CN(C)C)C3=CC=CC=C3)C1 (8-chloro-1-[(dimethylamino)methyl]-6-phenyl-4H-s-triazolo[4,3-a][1,4]benzodiazepine). Isolated yield 37.6%. RXN SMILES: [Cl:1][C:2]1[CH:3]=[CH:4][C:5]2[N:11]3[C:12]([CH2:15]N)=[N:13][N:14]=[C:10]3[CH2:9][N:8]=[C:7]([C:17]3[CH:22]=[CH:21][CH:20]=[CH:19][CH:18]=3)[C:6]=2[CH:23]=1.C=O.[C:26]([BH3-])#[N:27].[Na+].[C:30](O)(=O)C>C(#N)C>[Cl:1][C:2]1[CH:3]=[CH:4][C:5]2[N:11]3[C:12]([CH2:15][N:27]([CH3:26])[CH3:30])=[N:13][N:14]=[C:10]3[CH2:9][N:8]=[C:7]([C:17]3[CH:22]=[CH:21][CH:20]=[CH:19][CH:18]=3)[C:6]=2[CH:23]=1 |f:2.3|. Reported procedure: A solution of the crude 8-chloro-1-[(aminomethyl)]-6-phenyl-4H-s-triazolo[4,3-a][1,4]benzodiazepine in acetonitrile is treated successively with 37% formalin (1.5 ml) and sodium cyanoborohydride (0.375 g). During the next 1 hour 20 minutes, 2 ml. of a 10% (v/v) solution of acetic acid in acetonitrile is added periodically, dropwise in such a manner that the temperature of the mixture remains between 25°-30° without external cooling. When the reaction is complete, the pH of the solution is about ... Reactants: CCN(C(C)C)C(C)C, CC#N, CNC1CC(C(=O)Nc2ccc(-n3ccccc3=O)cc2F)CC1NC(=O)c1ccc(Cl)s1, CS(=O)(=O)Cl. The product is CN(C1CC(C(=O)Nc2ccc(-n3ccccc3=O)cc2F)CC1NC(=O)c1ccc(Cl)s1)S(C)(=O)=O. As a reaction SMILES: [CH2:34]([N:35]([CH:36]([CH3:37])[CH3:38])[CH:39]([CH3:40])[CH3:41])[CH3:42].[CH3:48][C:49]#[N:50].[F:1][c:2]1[c:3]([NH:15][C:16](=[O:17])[CH:18]2[CH2:19][CH:20]([NH:32][CH3:33])[CH:21]([NH:23][C:24](=[O:25])[c:26]3[s:27][c:28]([Cl:31])[cH:29][cH:30]3)[CH2:22]2)[cH:4][cH:5][c:6](-[n:8]2[c:9](=[O:14])[cH:10][cH:11][cH:12][cH:13]2)[cH:7]1.[S:43](=[O:44])(=[O:45])([CH3:46])[Cl:47]>>[F:1][c:2]1[c:3]([NH:15][C:16](=[O:17])[CH:18]2[CH2:19][CH:20]([N:32]([CH3:33])[S:43](=[O:44])(=[O:45])[CH3:46])[CH:21]([NH:23][C:24](=[O:25])[c:26]3[s:27][c:28]([Cl:31])[cH:29][cH:30]3)[CH2:22]2)[cH:4][cH:5][c:6](-[n:8]2[c:9](=[O:14])[cH:10][cH:11][cH:12][cH:13]2)[cH:7]1. The reactants are CCOC(C)=O, CCO, CCOCC, [Cl-], CN(C)C(=O)Nc1cc(Oc2ccc([N+](=O)[O-])cc2F)ncn1, [Fe], [NH4+], C1CCOC1. Yields the product CN(C)C(=O)Nc1cc(Oc2ccc(N)cc2F)ncn1. Reaction SMILES: [C:31]([O:32][CH2:33][CH3:34])(=[O:35])[CH3:36].[CH3:37][CH2:38][OH:39].[CH3:40][CH2:41][O:42][CH2:43][CH3:44].[Cl-:24].[F:1][c:2]1[c:3]([O:4][c:5]2[cH:6][c:7]([NH:11][C:12]([N:13]([CH3:14])[CH3:15])=[O:16])[n:8][cH:9][n:10]2)[cH:17][cH:18][c:19]([N+:21]([O-:22])=[O:23])[cH:20]1.[Fe:45].[NH4+:25].[O:26]1[CH2:27][CH2:28][CH2:29][CH2:30]1>>[F:1][c:2]1[c:3]([O:4][c:5]2[cH:6][c:7]([NH:11][C:12]([N:13]([CH3:14])[CH3:15])=[O:16])[n:8][cH:9][n:10]2)[cH:17][cH:18][c:19]([NH2:21])[cH:20]1. Reactants: C1CCOC1, COc1cc(C(=O)Nc2c(C)cc3c[nH]nc3c2C(=O)NC(C)C)n(-c2ncccc2Cl)n1, CCN(C(C)C)C(C)C, COCCl. The product is COCn1cc2cc(C)c(NC(=O)c3cc(OC)nn3-c3ncccc3Cl)c(C(=O)NC(C)C)c2n1. Reaction SMILES: [CH2:47]1[O:48][CH2:49][CH2:50][CH2:51]1.[CH:1]([CH3:2])([CH3:3])[NH:4][C:5](=[O:6])[c:7]1[c:8]([NH:17][C:18](=[O:19])[c:20]2[n:21](-[c:27]3[n:28][cH:29][cH:30][cH:31][c:32]3[Cl:33])[n:22][c:23]([O:25][CH3:26])[cH:24]2)[c:9]([CH3:16])[cH:10][c:11]2[cH:12][nH:13][n:14][c:15]12.[CH:34]([N:35]([CH:36]([CH3:37])[CH3:38])[CH2:39][CH3:40])([CH3:41])[CH3:42].[Cl:43][CH2:44][O:45][CH3:46]>>[CH:1]([CH3:2])([CH3:3])[NH:4][C:5](=[O:6])[c:7]1[c:8]([NH:17][C:18](=[O:19])[c:20]2[n:21](-[c:27]3[n:28][cH:29][cH:30][cH:31][c:32]3[Cl:33])[n:22][c:23]([O:25][CH3:26])[cH:24]2)[c:9]([CH3:16])[cH:10][c:11]2[cH:12][n:13]([CH2:44][O:45][CH3:46])[n:14][c:15]12. The reactants are O=C(CCCCCCCCCCBr)OCC(F)(F)C(F)C(F)(F)F, c1ccncc1. The product is [Br-], O=C(CCCCCCCCCCc1ccccn1)OCC(F)(F)C(F)C(F)(F)F. RXN SMILES: [Br:1][CH2:2][CH2:3][CH2:4][CH2:5][CH2:6][CH2:7][CH2:8][CH2:9][CH2:10][CH2:11][C:12](=[O:13])[O:14][CH2:15][C:16]([CH:17]([C:18]([F:19])([F:20])[F:21])[F:22])([F:23])[F:24].[cH:25]1[cH:26][cH:27][n:28][cH:29][cH:30]1>>[Br-:1].[CH2:2]([CH2:3][CH2:4][CH2:5][CH2:6][CH2:7][CH2:8][CH2:9][CH2:10][CH2:11][C:12](=[O:13])[O:14][CH2:15][C:16]([CH:17]([C:18]([F:19])([F:20])[F:21])[F:22])([F:23])[F:24])[c:27]1[cH:26][cH:25][cH:30][cH:29][n:28]1.